This data is from the Open Reaction Database (ORD), a public repository of structured organic reaction records. The task is: describe an organic reaction: reactants, conditions, products, and yield Reactants: COc1cccc(OC(C(=O)O)c2ccccc2)c1, O=C(Cl)C(=O)Cl, c1ccccc1. Product: COc1cccc(OC(C(=O)O)c2ccccc2)c1, [Cl-]. Reaction SMILES: [CH3:1][O:2][c:3]1[cH:4][c:5]([O:6][CH:7]([C:8](=[O:9])[OH:10])[c:11]2[cH:12][cH:13][cH:14][cH:15][cH:16]2)[cH:17][cH:18][cH:19]1.[Cl:20][C:21]([C:22]([Cl:23])=[O:24])=[O:25].[cH:26]1[cH:27][cH:28][cH:29][cH:30][cH:31]1>>[CH3:1][O:2][c:3]1[cH:4][c:5]([O:6][CH:7]([C:8](=[O:9])[OH:10])[c:11]2[cH:12][cH:13][cH:14][cH:15][cH:16]2)[cH:17][cH:18][cH:19]1.[Cl-:20]. The solvent is C1CCOC1.O (THF water). Run at time 16 hour. Yields the product C[C@H]1[C@@H](CC[C@H](C1)C)C(=O)O ((1R,2R,4R)-2,4-dimethylcyclohexanecarboxylic acid). Reactants: C(C1=CC=CC=C1)[C@H]1N(C(OC1)=O)C(=O)[C@H]1[C@@H](C[C@@H](CC1)C)C ((R)-4-benzyl-3-((1R,2R,4R)-2,4-dimethylcyclohexanecarbonyl) oxazolidin-2-one), OO (H2O2), [Li+].[OH-] (LiOH), solution, [O-]S(=O)[O-].[Na+].[Na+] (Na2SO3). As a reaction SMILES: C([C@@H]1COC(=O)N1[C:14]([C@@H:16]1[CH2:21][CH2:20][C@@H:19]([CH3:22])[CH2:18][C@H:17]1[CH3:23])=[O:15])C1C=CC=CC=1.OO.[Li+].[OH-].[O-:28]S([O-])=O.[Na+].[Na+]>C1COCC1.O>[CH3:23][C@@H:17]1[CH2:18][C@H:19]([CH3:22])[CH2:20][CH2:21][C@H:16]1[C:14]([OH:15])=[O:28] |f:2.3,4.5.6,7.8|. Reported procedure: A solution of (R)-4-benzyl-3-((1R,2R,4R)-2,4-dimethylcyclohexanecarbonyl) oxazolidin-2-one (0.65 g, 2.0 mmol) in THF/water (3:1, 20 mL) was cooled in an ice bath and 30% H2O2 (1 mL, 16.5 mmol) was slowly added, followed by LiOH*H2O(s) (0.17 g, 4.0 mmol) in one portion. The reaction was allowed to slowly warm to room temperature and stirred for 16 h. The reaction was then cooled in an ice bath. A 1 M solution of Na2SO3 was very slowly added to the cooled reaction mixture. The solution was stirred... Starting materials: ClCC(=O)C1=CC(=C(C=C1)Cl)S(N)(=O)=O (2,4'-dichloro-3'-sulfamoylacetophenone), C1(CCCCC1)NC(=S)NC1CCCCC1 (1,3-dicyclohexylthiourea). Yields the product Cl.ClC1=C(C=C(C=C1)C1(N(C(SC1)=NC1CCCCC1)C1CCCCC1)O)S(N)(=O)=O (4-(4-Chloro-3-sulfamoylphenyl)-3-cyclohexyl-2-cyclohexylimino-1,3-thiazolidine-4-ol-hydrochloride). Reported procedure: 5.2 g of 2,4'-dichloro-3'-sulfamoylacetophenone and 4.8 g of 1,3-dicyclohexylthiourea were reacted according to the prescription made in Example 12, the end product was precipitated with 200 ml of diethyl ether and the oil was crystallized after decanting the solvent with diethyl ether. Colorless, crystalline solid body: melting point: 177° C (from acrylonitrile). As a reaction SMILES: [Cl:1][CH2:2][C:3]([C:5]1[CH:10]=[CH:9][C:8]([Cl:11])=[C:7]([S:12](=[O:15])(=[O:14])[NH2:13])[CH:6]=1)=[O:4].[CH:16]1([NH:22][C:23]([NH:25][CH:26]2[CH2:31][CH2:30][CH2:29][CH2:28][CH2:27]2)=[S:24])[CH2:21][CH2:20][CH2:19][CH2:18][CH2:17]1>>[ClH:1].[Cl:11][C:8]1[CH:9]=[CH:10][C:5]([C:3]2([OH:4])[CH2:2][S:24][C:23](=[N:22][CH:16]3[CH2:21][CH2:20][CH2:19][CH2:18][CH2:17]3)[N:25]2[CH:26]2[CH2:31][CH2:30][CH2:29][CH2:28][CH2:27]2)=[CH:6][C:7]=1[S:12](=[O:15])(=[O:14])[NH2:13] |f:2.3|.